Dataset: the Open Reaction Database (ORD), a public repository of structured organic reaction records. Task: describe an organic reaction: reactants, conditions, products, and yield Starting materials: CC(C)CCCC(C)(C)O, CCCCCCC(=O)CCC(=O)O. Product: CCCCCCC(=O)CCC(=O)OC(C)(C)CCCC(C)C. As a reaction SMILES: [CH3:14][C:15]([CH3:16])([CH2:17][CH2:18][CH2:19][CH:20]([CH3:21])[CH3:22])[OH:23].[O:1]=[C:2]([CH2:3][CH2:4][C:5](=[O:6])[OH:7])[CH2:8][CH2:9][CH2:10][CH2:11][CH2:12][CH3:13]>>[O:1]=[C:2]([CH2:3][CH2:4][C:5]([O:6][C:15]([CH3:14])([CH3:16])[CH2:17][CH2:18][CH2:19][CH:20]([CH3:21])[CH3:22])=[O:7])[CH2:8][CH2:9][CH2:10][CH2:11][CH2:12][CH3:13]. RXN SMILES: [C:1]([O:2][CH2:3][c:4]1[cH:5][cH:6][cH:7][cH:8][cH:9]1)(=[O:10])[N:11]1[CH:12]([C:13](=[O:14])[OH:15])[CH2:16][C:17]([CH2:19][c:20]2[cH:21][cH:22][cH:23][cH:24][cH:25]2)([OH:26])[CH2:18]1.[C:27]([S:28][CH2:29][C:30]([N:31]1[CH2:32][C:33]([OH:34])([CH2:35][c:36]2[cH:37][cH:38][cH:39][cH:40][cH:41]2)[CH2:42][CH:43]1[C:44]([OH:45])=[O:46])=[O:47])(=[O:48])[CH3:49]>>[NH:11]1[CH:12]([C:13](=[O:14])[OH:15])[CH2:16][C:17]([CH2:19][c:20]2[cH:21][cH:22][cH:23][cH:24][cH:25]2)([OH:26])[CH2:18]1. The reactants are O=C(O)C1CC(O)(Cc2ccccc2)CN1C(=O)OCc1ccccc1, CC(=O)SCC(=O)N1CC(O)(Cc2ccccc2)CC1C(=O)O. Yields the product O=C(O)C1CC(O)(Cc2ccccc2)CN1. Starting materials: [BH4-], CCO, COC(=O)CC(=O)CC(O)C=Cc1c(Cl)cc(Cl)cc1OCc1ccccc1, Cl, [Na+], O. The product is COC(=O)CC(O)CC(O)C=Cc1c(Cl)cc(Cl)cc1OCc1ccccc1. Reaction SMILES: [BH4-:2].[CH3:32][CH2:33][OH:34].[Cl:3][c:4]1[c:5]([CH:19]=[CH:20][CH:21]([CH2:22][C:23]([CH2:24][C:25](=[O:26])[O:27][CH3:28])=[O:29])[OH:30])[c:6]([O:11][CH2:12][c:13]2[cH:14][cH:15][cH:16][cH:17][cH:18]2)[cH:7][c:8]([Cl:10])[cH:9]1.[ClH:31].[Na+:1].[OH2:35]>>[Cl:3][c:4]1[c:5]([CH:19]=[CH:20][CH:21]([CH2:22][CH:23]([CH2:24][C:25](=[O:26])[O:27][CH3:28])[OH:29])[OH:30])[c:6]([O:11][CH2:12][c:13]2[cH:14][cH:15][cH:16][cH:17][cH:18]2)[cH:7][c:8]([Cl:10])[cH:9]1. The reactants are CCOC(=O)Cl, ClCCl, O=C(O)C(F)(F)F, CCOC(=O)COC1CCN(C(=O)C(C)N2CCOc3cc(C(=N)N)ccc3C2=O)CC1, [Na+], O=C([O-])O. The product is CCOC(=O)COC1CCN(C(=O)C(C)N2CCOc3cc(C(N)=NC(=O)OCC)ccc3C2=O)CC1. RXN SMILES: [Cl:1][C:2](=[O:3])[O:4][CH2:5][CH3:6].[Cl:46][CH2:47][Cl:48].[F:7][C:8]([F:9])([F:10])[C:11]([OH:12])=[O:13].[NH2:14][C:15]([c:16]1[cH:17][c:18]2[c:19]([cH:43][cH:44]1)[C:20](=[O:42])[N:21]([CH:25]([C:26](=[O:27])[N:28]1[CH2:29][CH2:30][CH:31]([O:34][CH2:35][C:36](=[O:37])[O:38][CH2:39][CH3:40])[CH2:32][CH2:33]1)[CH3:41])[CH2:22][CH2:23][O:24]2)=[NH:45].[Na+:53].[O-:49][C:50]([OH:51])=[O:52]>>[C:2](=[O:3])([O:4][CH2:5][CH3:6])[N:14]=[C:15]([c:16]1[cH:17][c:18]2[c:19]([cH:43][cH:44]1)[C:20](=[O:42])[N:21]([CH:25]([C:26](=[O:27])[N:28]1[CH2:29][CH2:30][CH:31]([O:34][CH2:35][C:36](=[O:37])[O:38][CH2:39][CH3:40])[CH2:32][CH2:33]1)[CH3:41])[CH2:22][CH2:23][O:24]2)[NH2:45]. The reactants are ClC1=CC=C(N=N1)C(=O)NCCC1CC1 (6-chloro-N-(2-cyclopropylethyl)pyridazine-3-carboxamide), FC1=CC=C(OC2CCNCC2)C=C1 (4-(4-fluorophenoxy)piperidine). The product is C1(CC1)CCNC(=O)C=1N=NC(=CC1)N1CCC(CC1)OC1=CC=C(C=C1)F (N-(2-Cyclopropylethyl)-6-[4-(4-fluorophenoxy)piperidin-1-yl]pyridazine-3-carboxamide). Reaction SMILES: Cl[C:2]1[N:7]=[N:6][C:5]([C:8]([NH:10][CH2:11][CH2:12][CH:13]2[CH2:15][CH2:14]2)=[O:9])=[CH:4][CH:3]=1.[F:16][C:17]1[CH:29]=[CH:28][C:20]([O:21][CH:22]2[CH2:27][CH2:26][NH:25][CH2:24][CH2:23]2)=[CH:19][CH:18]=1>>[CH:13]1([CH2:12][CH2:11][NH:10][C:8]([C:5]2[N:6]=[N:7][C:2]([N:25]3[CH2:24][CH2:23][CH:22]([O:21][C:20]4[CH:28]=[CH:29][C:17]([F:16])=[CH:18][CH:19]=4)[CH2:27][CH2:26]3)=[CH:3][CH:4]=2)=[O:9])[CH2:15][CH2:14]1. Reported procedure: The title compound was prepared in the same manner as described for Example 1, step 3 from 6-chloro-N-(2-cyclopropylethyl)pyridazine-3-carboxamide and 4-(4-fluorophenoxy)piperidine. 1H NMR (500 MHz, acetone-d6): δ 0.11-0.13 (m, 2H), 0.45-0.49 (m, 2H), 0.76-0.84 (m, 1H), 1.56 (q, 2H), 1.78-1.85 (m, 2H), 2.08-2.16 (m, 2H), 3.54 (q, 2H), 3.70-3.76 (m, 2H), 4.16-4.22 (m, 2H), 4.69-4.75 (m, 1H), 7.05-7.11 (m, 4H), 7.34 (d, 1H), 7.91 (d, 1H), 8.24 (s, 1H); MS (+ESI) m/z 385 (MH+). The reactants are C(=O)([O-])[O-].[K+].[K+] (K2CO3), COC(C[C@@H]1COC2=C1C=CC(=C2)O[C@@H]2CCC1=C(C=CC(=C21)F)O)=O ({(S)-6-[(R)-7-fluoro-4-hydroxy-indan-1-yloxy]-2,3-dihydro-benzofuran-3-yl}-acetic acid methyl ester), ClC=1OC2=C(N1)C=CC=C2 (2-chloro-benzoxazole), Intermediate 12. Run in C(C)#N (acetonitrile). Yields the product COC(C[C@@H]1COC2=C1C=CC(=C2)O[C@@H]2CCC1=C(C=CC(=C21)F)OC=2OC1=C(N2)C=CC=C1)=O ({(S)-6-[(R)-4-Benzoxazol-2-yloxy-7-fluoro-indan-1-yloxy]-2,3-dihydro-benzofuran-3-yl}-acetic acid methyl ester). Reaction SMILES: [CH3:1][O:2][C:3](=[O:26])[CH2:4][C@H:5]1[C:9]2[CH:10]=[CH:11][C:12]([O:14][C@H:15]3[C:23]4[C:18](=[C:19]([OH:25])[CH:20]=[CH:21][C:22]=4[F:24])[CH2:17][CH2:16]3)=[CH:13][C:8]=2[O:7][CH2:6]1.Cl[C:28]1[O:29][C:30]2[CH:36]=[CH:35][CH:34]=[CH:33][C:31]=2[N:32]=1.C([O-])([O-])=O.[K+].[K+]>C(#N)C>[CH3:1][O:2][C:3](=[O:26])[CH2:4][C@H:5]1[C:9]2[CH:10]=[CH:11][C:12]([O:14][C@H:15]3[C:23]4[C:18](=[C:19]([O:25][C:28]5[O:29][C:30]6[CH:36]=[CH:35][CH:34]=[CH:33][C:31]=6[N:32]=5)[CH:20]=[CH:21][C:22]=4[F:24])[CH2:17][CH2:16]3)=[CH:13][C:8]=2[O:7][CH2:6]1 |f:2.3.4|. Procedure: The title compound is prepared from {(S)-6-[(R)-7-fluoro-4-hydroxy-indan-1-yloxy]-2,3-dihydro-benzofuran-3-yl}-acetic acid methyl ester and 2-chloro-benzoxazole following a procedure analogous to that described for Intermediate 12; K2CO3 and acetonitrile are used as base and solvent, respectively, at room temperature. LC (method 4): tR=0.83 min; Mass spectrum (ESI+): m/z=476 [M+H]+.